From a dataset of the Open Reaction Database (ORD), a public repository of structured organic reaction records. describe an organic reaction: reactants, conditions, products, and yield Procedure: An amount of 3.21 g (9.25 m mole) of 5-benzyloxy-3-(3-chloro-phenyl)-2-methyl-1H-indole was dissolved in 50 ml of absolute dimethylformamide, and the solution was mixed with 406 mg (9.3 m mole) of 55% sodium hydride in paraffin oil. After one hour 1.45 g (10.2 m mole) of methyliodide were added, and the mixture was stirred overnight. After evaporation, the reaction mixture was mixed with water and extracted with chloroform. The extracts, which were dried over sodium sulfate, were evaporated, and... RXN SMILES: [CH2:1]([O:8][C:9]1[CH:10]=[C:11]2[C:15](=[CH:16][CH:17]=1)[NH:14][C:13]([CH3:18])=[C:12]2[C:19]1[CH:24]=[CH:23][CH:22]=[C:21]([Cl:25])[CH:20]=1)[C:2]1[CH:7]=[CH:6][CH:5]=[CH:4][CH:3]=1.[H-].[Na+].[CH3:28]I>CN(C)C=O>[CH2:1]([O:8][C:9]1[CH:10]=[C:11]2[C:15](=[CH:16][CH:17]=1)[N:14]([CH3:28])[C:13]([CH3:18])=[C:12]2[C:19]1[CH:24]=[CH:23][CH:22]=[C:21]([Cl:25])[CH:20]=1)[C:2]1[CH:3]=[CH:4][CH:5]=[CH:6][CH:7]=1 |f:1.2|. Starting materials: [H-].[Na+] (sodium hydride), C(C1=CC=CC=C1)OC=1C=C2C(=C(NC2=CC1)C)C1=CC(=CC=C1)Cl (5-benzyloxy-3-(3-chloro-phenyl)-2-methyl-1H-indole), CI (methyliodide). Reaction conditions: time 8 hour. Yields the product C(C1=CC=CC=C1)OC=1C=C2C(=C(N(C2=CC1)C)C)C1=CC(=CC=C1)Cl (5-Benzyloxy-3-(3-chloro-phenyl)-1,2-dimethyl-1H-indole). Solvent: paraffin, CN(C=O)C (dimethylformamide). Reactants: C(C)OC(C1=CC(=CC=C1)SC1=C(NC2=C(C(=CC=C12)Cl)F)C)=O (3-(6-chloro-7-fluoro-2-methyl-1H-indol-3-ylsulfanyl)-benzoic acid ethyl ester), C1(CC1)N1N=CC(=C1)I (1-cyclopropyl-4-iodo-1H-pyrazole). Product: C(C)OC(C1=CC(=CC=C1)SC1=C(N(C2=C(C(=CC=C12)Cl)F)C=1C=NN(C1)C1CC1)C)=O (3-[6-Chloro-1-(1-cyclopropyl-1H-pyrazol-4-yl)-7-fluoro-2-methyl-1H-indol-3-ylsulfanyl]-benzoic acid ethyl ester). As a reaction SMILES: [CH2:1]([O:3][C:4](=[O:24])[C:5]1[CH:10]=[CH:9][CH:8]=[C:7]([S:11][C:12]2[C:20]3[C:15](=[C:16]([F:22])[C:17]([Cl:21])=[CH:18][CH:19]=3)[NH:14][C:13]=2[CH3:23])[CH:6]=1)[CH3:2].[CH:25]1([N:28]2[CH:32]=[C:31](I)[CH:30]=[N:29]2)[CH2:27][CH2:26]1>>[CH2:1]([O:3][C:4](=[O:24])[C:5]1[CH:10]=[CH:9][CH:8]=[C:7]([S:11][C:12]2[C:20]3[C:15](=[C:16]([F:22])[C:17]([Cl:21])=[CH:18][CH:19]=3)[N:14]([C:31]3[CH:30]=[N:29][N:28]([CH:25]4[CH2:27][CH2:26]4)[CH:32]=3)[C:13]=2[CH3:23])[CH:6]=1)[CH3:2]. Procedure details: Prepared according to the procedure described in Example 55, Step 2 using the following starting materials: 3-(6-chloro-7-fluoro-2-methyl-1H-indol-3-ylsulfanyl)-benzoic acid ethyl ester and 1-cyclopropyl-4-iodo-1H-pyrazole. The reactants are CCOC(=O)CC1CCc2c1[nH]c1ccc(OCc3ccc(C4CCCC4)c(C(F)(F)F)c3)cc21, [Li+], C1COCCO1, [OH-]. The product is O=C(O)CC1CCc2c1[nH]c1ccc(OCc3ccc(C4CCCC4)c(C(F)(F)F)c3)cc21. Reaction SMILES: [CH:1]1([c:6]2[c:7]([C:32]([F:33])([F:34])[F:35])[cH:8][c:9]([CH2:10][O:11][c:12]3[cH:13][c:14]4[c:15]5[c:16]([nH:17][c:18]4[cH:19][cH:20]3)[CH:21]([CH2:24][C:25](=[O:26])[O:27][CH2:28][CH3:29])[CH2:22][CH2:23]5)[cH:30][cH:31]2)[CH2:2][CH2:3][CH2:4][CH2:5]1.[Li+:36].[O:38]1[CH2:39][CH2:40][O:41][CH2:42][CH2:43]1.[OH-:37]>>[CH:1]1([c:6]2[c:7]([C:32]([F:33])([F:34])[F:35])[cH:8][c:9]([CH2:10][O:11][c:12]3[cH:13][c:14]4[c:15]5[c:16]([nH:17][c:18]4[cH:19][cH:20]3)[CH:21]([CH2:24][C:25](=[O:26])[OH:27])[CH2:22][CH2:23]5)[cH:30][cH:31]2)[CH2:2][CH2:3][CH2:4][CH2:5]1. Reactants: O[Li].O (LiOH.H2O), ClC=1C=CN2C1C(N(CC2)C=2C=C1C=CN(C1=CC2)CC(=O)OC(C)(C)C)=O (tert-butyl 2-(5-(8-chloro-1-oxo-3,4-dihydropyrrolo[1,2-a]pyrazin-2(1H)-yl)-1H-indol-1-yl)acetate). Run in O (water), CO (MeOH). Run at temperature 50 celsius. The product is ClC=1C=CN2C1C(N(CC2)C=2C=C1C=CN(C1=CC2)CC(=O)O)=O (2-(5-(8-Chloro-1-oxo-3,4-dihydropyrrolo[1,2-a]pyrazin-2(1H)-yl)-1H-indol-1-yl)acetic acid). Yield: 78.0%. RXN SMILES: O[Li].O.[Cl:4][C:5]1[CH:6]=[CH:7][N:8]2[CH2:13][CH2:12][N:11]([C:14]3[CH:15]=[C:16]4[C:20](=[CH:21][CH:22]=3)[N:19]([CH2:23][C:24]([O:26]C(C)(C)C)=[O:25])[CH:18]=[CH:17]4)[C:10](=[O:31])[C:9]=12>O.CO>[Cl:4][C:5]1[CH:6]=[CH:7][N:8]2[CH2:13][CH2:12][N:11]([C:14]3[CH:15]=[C:16]4[C:20](=[CH:21][CH:22]=3)[N:19]([CH2:23][C:24]([OH:26])=[O:25])[CH:18]=[CH:17]4)[C:10](=[O:31])[C:9]=12 |f:0.1|. Procedure: A solution of LiOH.H2O (4.0 equiv.) in water (5 ml) was added at 0° C. to a solution of tert-butyl 2-(5-(8-chloro-1-oxo-3,4-dihydropyrrolo[1,2-a]pyrazin-2(1H)-yl)-1H-indol-1-yl)acetate (1.5 mmol, 1.0 equiv.) in MeOH (20 ml), and the mixture was heated for 16 h at 50° C. The methanol was concentrated under reduced pressure, and the aqueous residue was diluted with water (20 ml) and extracted with ethyl acetate (2×15 ml). The aqueous phase was adjusted to pH 4 with 1 M HCl, the desired product pre... The product is O=C1CCCCC(=O)C1. Reactants: CC(C)=O, O=C1CCCCC(O)C1. As a reaction SMILES: [CH3:10][C:11](=[O:12])[CH3:13].[OH:1][CH:2]1[CH2:3][C:4](=[O:9])[CH2:5][CH2:6][CH2:7][CH2:8]1>>[O:1]=[C:2]1[CH2:3][C:4](=[O:9])[CH2:5][CH2:6][CH2:7][CH2:8]1.